Dataset: the Open Reaction Database (ORD), a public repository of structured organic reaction records. Task: describe an organic reaction: reactants, conditions, products, and yield Starting materials: Cl.COC (methyl ether hydrochloride), C(CCC)C=1N(C(=CN1)/C=C(/C(=O)O)\CC=1SC=CC1)CC1=C(C=CC=C1)Cl ((E)-3-[2-n-butyl-1-{(2-chlorophenyl)methyl}-1H-imidazol-5-yl]-2-(2-thienyl)methyl-2-propenoic acid), butyramidine methyl ether hydrochloride, C(=O)(OC)C1=CC=C(CO)C=C1 (4-carbomethoxybenzyl alcohol). Yields the product C(CC)C=1N(C(=CN1)/C=C(/C(=O)O)\CC=1SC=CC1)CC1=CC=C(C=C1)C(=O)O ((E)-3-[2-n-Propyl-1-{(4-carboxyphenyl)methyl}-1H-imidazol-5-yl]-2-(2-thienyl)methyl-2-propenoic Acid). As a reaction SMILES: Cl.COC.[C:5]([C:9]1[CH:16]=[CH:15][C:12]([CH2:13]O)=[CH:11][CH:10]=1)([O:7]C)=[O:6].[CH2:17]([C:21]1[N:22](CC2C=CC=CC=2Cl)[C:23](/[CH:26]=[C:27](\[CH2:31][C:32]2[S:33][CH:34]=[CH:35][CH:36]=2)/[C:28]([OH:30])=[O:29])=[CH:24][N:25]=1)[CH2:18][CH2:19]C>>[CH2:17]([C:21]1[N:22]([CH2:13][C:12]2[CH:15]=[CH:16][C:9]([C:5]([OH:7])=[O:6])=[CH:10][CH:11]=2)[C:23](/[CH:26]=[C:27](\[CH2:31][C:32]2[S:33][CH:34]=[CH:35][CH:36]=2)/[C:28]([OH:30])=[O:29])=[CH:24][N:25]=1)[CH2:18][CH3:19] |f:0.1|. Procedure: The title compound was prepared using the procedure of Example 1 replacing valermamidine methyl ether hydrochloride with butyramidine methyl ether hydrochloride and replacing 2-chlorbenzyl alcohol with 4-carbomethoxybenzyl alcohol; mp 250° C. (d). Starting materials: BrC1=CC=C(O1)C(=O)OC (methyl 5-bromofuroate), C1(=CC=CC=C1)B(O)O (phenylboronic acid), C([O-])([O-])=O.[Na+].[Na+] (sodium carbonate). Reagents/catalysts: C=1C=CC(=CC1)[P](C=2C=CC=CC2)(C=3C=CC=CC3)[Pd]([P](C=4C=CC=CC4)(C=5C=CC=CC5)C=6C=CC=CC6)([P](C=7C=CC=CC7)(C=8C=CC=CC8)C=9C=CC=CC9)[P](C=1C=CC=CC1)(C=1C=CC=CC1)C=1C=CC=CC1 (tetrakis(triphenylphosphine)palladium(0)). Solvent: C1(=CC=CC=C1)C (toluene). The product is COC(=O)C=1OC(=CC1)C1=CC=CC=C1 (5-phenyl-furan-2-carboxylic acid methyl ester). Isolated yield 38.0%. Reaction SMILES: Br[C:2]1[O:6][C:5]([C:7]([O:9][CH3:10])=[O:8])=[CH:4][CH:3]=1.[C:11]1(B(O)O)[CH:16]=[CH:15][CH:14]=[CH:13][CH:12]=1.C(=O)([O-])[O-].[Na+].[Na+]>C1(C)C=CC=CC=1.C1C=CC([P]([Pd]([P](C2C=CC=CC=2)(C2C=CC=CC=2)C2C=CC=CC=2)([P](C2C=CC=CC=2)(C2C=CC=CC=2)C2C=CC=CC=2)[P](C2C=CC=CC=2)(C2C=CC=CC=2)C2C=CC=CC=2)(C2C=CC=CC=2)C2C=CC=CC=2)=CC=1>[CH3:10][O:9][C:7]([C:5]1[O:6][C:2]([C:11]2[CH:16]=[CH:15][CH:14]=[CH:13][CH:12]=2)=[CH:3][CH:4]=1)=[O:8] |f:2.3.4,^1:36,38,57,76|. Procedure details: A mixture of methyl 5-bromofuroate (1 g, 5 mmoles), phenylboronic acid (1 g, 8.2 mmoles), tetrakis(triphenylphosphine)palladium(0) (0.2 g, 0.17 mmoles), sodium carbonate (1.5 g, 17.4 mmoles) in toluene (100 ml) was refluxed for 16 hours. After cooling, the solvent was evaporated and the yellow residue was partioned between water (50 ml) and ethyl acetate (50 ml). The aqueous layer was extracted with ethyl acetate (3×30 ml) and the combined organic layers washed with water (1×30 ml) and dried (Mg... Reactants: Cl.FC=1C=C(C=CC1)C1=CCCN(C1)CC1=CC=CC=C1 (5-(3-fluorophenyl)-1,2,3,6-tetrahydro-1-(phenylmethyl)pyridine hydrochloride), [H][H] (hydrogen). The reagents and catalysts are [Pd] (palladium-on-charcoal). Solvent: CO (methanol). The product is Cl.FC=1C=C(C=CC1)C1CNCCC1 (3-(3-fluorophenyl)piperidine hydrochloride), intermediate 93. Yield: 100.0%. As a reaction SMILES: [ClH:1].[F:2][C:3]1[CH:4]=[C:5]([C:9]2[CH2:14][N:13](CC3C=CC=CC=3)[CH2:12][CH2:11][CH:10]=2)[CH:6]=[CH:7][CH:8]=1.[H][H]>[Pd].CO>[ClH:1].[F:2][C:3]1[CH:4]=[C:5]([CH:9]2[CH2:10][CH2:11][CH2:12][NH:13][CH2:14]2)[CH:6]=[CH:7][CH:8]=1 |f:0.1,5.6|. Procedure details: A mixture of 6.5 parts of 5-(3-fluorophenyl)-1,2,3,6-tetrahydro-1-(phenylmethyl)pyridine hydrochloride and 120 parts of methanol was hydrogenated at normal pressure and at 50° C. with 1 part of palladium-on-charcoal catalyst 10%. After the calculated amount of hydrogen was taken up, the catalyst was filtered off and the filtrate was evaporated, yielding 4.5 parts (100%) of 3-(3-fluorophenyl)piperidine hydrochloride as a residue (intermediate 93).